Dataset: the Open Reaction Database (ORD), a public repository of structured organic reaction records. Task: describe an organic reaction: reactants, conditions, products, and yield Reactants: C(C)(C)(C)OC(=O)N(C=1C(=NC(=CN1)C1=CCC(CC1)NC(CC)=O)C1=NN=C(O1)C1=CC=C(C=C1)CN(C(OC(C)(C)C)=O)C)C(=O)OC(C)(C)C (tert-butyl N-[[4-[5-[3-[bis(tert-butoxycarbonyl)amino]-6-[4-(propanoylamino)cyclohexen-1-yl]pyrazin-2-yl]-1,3,4-oxadiazol-2-yl]phenyl]methyl]-N-methyl-carbamate), C(=O)(C(F)(F)F)O (TFA). The solvent is C(Cl)Cl (DCM). Reaction conditions: time 40 minute. Product: NC=1N=CC(=NC1C=1OC(=NN1)C1=CC=C(C=C1)CNC)C1=CCC(CC1)NC(CC)=O (N-(4-(5-Amino-6-(5-(4-((methylamino)methyl)phenyl)-1,3,4-oxadiazol-2-yl)pyrazin-2-yl)cyclohex-3-enyl)propionamide). RXN SMILES: C(OC([N:8](C(OC(C)(C)C)=O)[C:9]1[C:10]([C:26]2[O:30][C:29]([C:31]3[CH:36]=[CH:35][C:34]([CH2:37][N:38](C)[C:39](=O)OC(C)(C)C)=[CH:33][CH:32]=3)=[N:28][N:27]=2)=[N:11][C:12]([C:15]2[CH2:20][CH2:19][CH:18]([NH:21][C:22](=[O:25])[CH2:23][CH3:24])[CH2:17][CH:16]=2)=[CH:13][N:14]=1)=O)(C)(C)C.C(O)(C(F)(F)F)=O>C(Cl)Cl>[NH2:8][C:9]1[N:14]=[CH:13][C:12]([C:15]2[CH2:20][CH2:19][CH:18]([NH:21][C:22](=[O:25])[CH2:23][CH3:24])[CH2:17][CH:16]=2)=[N:11][C:10]=1[C:26]1[O:30][C:29]([C:31]2[CH:32]=[CH:33][C:34]([CH2:37][NH:38][CH3:39])=[CH:35][CH:36]=2)=[N:28][N:27]=1. Procedure: To a solution of tert-butyl N-[[4-[5-[3-[bis(tert-butoxycarbonyl)amino]-6-[4-(propanoylamino)cyclohexen-1-yl]pyrazin-2-yl]-1,3,4-oxadiazol-2-yl]phenyl]methyl]-N-methyl-carbamate (21 mg, 0.03 mmol) in DCM (220 μL) was added TFA (326 mg, 220 μL, 2.9 mmol) and the reaction mixture was stirred for 40 minutes at room temperature. The reaction mixture was concentrated under reduced pressure. The residue was dissolved in DMF (1 mL) and purified by Gilson reverse phase HPLC using (5-99% ACN/H2O (5 mM HC...